This data is from the Open Reaction Database (ORD), a public repository of structured organic reaction records. The task is: describe an organic reaction: reactants, conditions, products, and yield Starting materials: CC[SiH](CC)CC, COc1ccc(S(=O)(=O)N2CC=CCC(C(O)c3ccccc3)C2C(=O)NOC(c2ccccc2)c2ccccc2)cc1, ClCCl, O=C(O)C(F)(F)F. Yields the product COc1ccc(S(=O)(=O)N2CC=CCC(C(O)c3ccccc3)C2C(=O)NO)cc1. RXN SMILES: [CH2:51]([SiH:52]([CH2:53][CH3:54])[CH2:55][CH3:56])[CH3:57].[CH:1]([c:2]1[cH:3][cH:4][cH:5][cH:6][cH:7]1)([c:8]1[cH:9][cH:10][cH:11][cH:12][cH:13]1)[O:14][NH:15][C:16](=[O:17])[CH:18]1[N:19]([S:33](=[O:34])(=[O:35])[c:36]2[cH:37][cH:38][c:39]([O:42][CH3:43])[cH:40][cH:41]2)[CH2:20][CH:21]=[CH:22][CH2:23][CH:24]1[CH:25]([c:26]1[cH:27][cH:28][cH:29][cH:30][cH:31]1)[OH:32].[Cl:58][CH2:59][Cl:60].[OH:44][C:45]([C:46]([F:47])([F:48])[F:49])=[O:50]>>[OH:14][NH:15][C:16](=[O:17])[CH:18]1[N:19]([S:33](=[O:34])(=[O:35])[c:36]2[cH:37][cH:38][c:39]([O:42][CH3:43])[cH:40][cH:41]2)[CH2:20][CH:21]=[CH:22][CH2:23][CH:24]1[CH:25]([c:26]1[cH:27][cH:28][cH:29][cH:30][cH:31]1)[OH:32].